Dataset: the Open Reaction Database (ORD), a public repository of structured organic reaction records. Task: describe an organic reaction: reactants, conditions, products, and yield The reactants are [Br-], Brc1ccc2nccc(-c3ccnnc3)c2c1, COc1ncc(Br)cc1NS(=O)(=O)c1ccc(F)cc1F, C1COCCO1, CC(=O)[O-], [K+]. Product: COc1ncc(-c2ccc3nccc(-c4ccnnc4)c3c2)cc1NS(=O)(=O)c1ccc(F)cc1F. As a reaction SMILES: [Br-:23].[Br:1][c:2]1[cH:3][c:4]2[c:5](-[c:12]3[cH:13][n:14][n:15][cH:16][cH:17]3)[cH:6][cH:7][n:8][c:9]2[cH:10][cH:11]1.[Br:24][c:25]1[cH:26][c:27]([NH:33][S:34](=[O:35])(=[O:36])[c:37]2[c:38]([F:44])[cH:39][c:40]([F:43])[cH:41][cH:42]2)[c:28]([O:31][CH3:32])[n:29][cH:30]1.[CH2:45]1[O:46][CH2:47][CH2:48][O:49][CH2:50]1.[CH3:19][C:20](=[O:21])[O-:22].[K+:18]>>[c:2]1(-[c:25]2[cH:26][c:27]([NH:33][S:34](=[O:35])(=[O:36])[c:37]3[c:38]([F:44])[cH:39][c:40]([F:43])[cH:41][cH:42]3)[c:28]([O:31][CH3:32])[n:29][cH:30]2)[cH:3][c:4]2[c:5](-[c:12]3[cH:13][n:14][n:15][cH:16][cH:17]3)[cH:6][cH:7][n:8][c:9]2[cH:10][cH:11]1. Starting materials: C1(=CC=CC=C1)N1C=C(C2=CC=CC=C12)CC(=O)OCC (ethyl 1-phenylindole-3-acetate), [OH-].[Na+] (sodium hydroxide). The solvent is C(C)O (ethanol). Reaction conditions: time 17 hour. Yields the product C1(=CC=CC=C1)N1C=C(C2=CC=CC=C12)CC(=O)O (1-phenylindole-3-acetic acid). Yield: 98.6%. As a reaction SMILES: [C:1]1([N:7]2[C:15]3[C:10](=[CH:11][CH:12]=[CH:13][CH:14]=3)[C:9]([CH2:16][C:17]([O:19]CC)=[O:18])=[CH:8]2)[CH:6]=[CH:5][CH:4]=[CH:3][CH:2]=1.[OH-].[Na+]>C(O)C>[C:1]1([N:7]2[C:15]3[C:10](=[CH:11][CH:12]=[CH:13][CH:14]=3)[C:9]([CH2:16][C:17]([OH:19])=[O:18])=[CH:8]2)[CH:2]=[CH:3][CH:4]=[CH:5][CH:6]=1 |f:1.2|. Reported procedure: A solution of 6.3 g (22.6 mmol) of ethyl 1-phenylindole-3-acetate in 20 ml of ethanol was treated with 20 ml (40 mmol) of 2M sodium hydroxide solution and left at room temperature for 17 hours. Ethanol was removed under reduced pressure and the aqueous solution was washed with two 20 ml portions of diethyl ether. The aqueous phase was acidified with concentrated hydrochloric acid and the suspension obtained was stored at 0° C. for 2 hours. The suspension was filtered and the solid was crystalliz... The reactants are C(C)(=O)SCC(C(=O)N[C@@H](CCCCN)C(=O)O)CC(=O)OC (Nα -[3-(acetylthio)-2-(methoxycarbonylmethyl)propanoyl]-L-lysine), C(C)(=O)SCC(C(=O)N[C@@H](CCCNC(N)=N)C(=O)O)CC(=O)OC (Nα -[3-(acetylthio)-2-(methoxycarbonylmethyl)propanoyl]-L-arginine). Product: SCC(C(=O)N[C@@H](CCCCN)C(=O)O)CC(=O)OC (Nα -[3-mercapto-2-(methoxycarbonylmethyl)propanoyl]-L-lysine). As a reaction SMILES: C([S:4][CH2:5][CH:6]([CH2:19][C:20]([O:22][CH3:23])=[O:21])[C:7]([NH:9][C@H:10]([C:16]([OH:18])=[O:17])[CH2:11][CH2:12][CH2:13][CH2:14][NH2:15])=[O:8])(=O)C.C(SCC(CC(OC)=O)C(N[C@H](C(O)=O)CCCNC(=N)N)=O)(=O)C>>[SH:4][CH2:5][CH:6]([CH2:19][C:20]([O:22][CH3:23])=[O:21])[C:7]([NH:9][C@H:10]([C:16]([OH:18])=[O:17])[CH2:11][CH2:12][CH2:13][CH2:14][NH2:15])=[O:8]. Procedure details: By substituting Nα -[3-(acetylthio)-2-(methoxycarbonylmethyl)propanoyl]-L-lysine for the Nα -[3-(acetylthio)-2-(methoxycarbonylmethyl)propanoyl]-L-arginine in the procedure of Example 18, Nα -[3-mercapto-2-(methoxycarbonylmethyl)propanoyl]-L-lysine is obtained. Starting materials: C1(=CC=CC=C1)CCCCO (4-phenylbutanol), BrCCCCCCBr (1,6-dibromohexane), [OH-].[K+] (KOH). Reagents/catalysts: S(=O)(=O)(O)[O-].C(CCC)[N+](CCCC)(CCCC)CCCC (tetrabutylammonium hydrogen sulfate). Reaction conditions: time 20 hour. Product: BrCCCCCCOCCCCC1=CC=CC=C1 (4-(6-Bromohexyloxy)butylbenzene). As a reaction SMILES: [C:1]1([CH2:7][CH2:8][CH2:9][CH2:10][OH:11])[CH:6]=[CH:5][CH:4]=[CH:3][CH:2]=1.[Br:12][CH2:13][CH2:14][CH2:15][CH2:16][CH2:17][CH2:18]Br.[OH-].[K+]>S([O-])(O)(=O)=O.C([N+](CCCC)(CCCC)CCCC)CCC>[Br:12][CH2:13][CH2:14][CH2:15][CH2:16][CH2:17][CH2:18][O:11][CH2:10][CH2:9][CH2:8][CH2:7][C:1]1[CH:6]=[CH:5][CH:4]=[CH:3][CH:2]=1 |f:2.3,4.5|. Reported procedure: To a mixture of 5 ml (32.75 mmol) 4-phenylbutanol with 10.1 ml (65.66 mmol) 1,6-dibromohexane is added 8 g (121.2 mmol) powdered KOH and 1.112 g (3.28 mmol) tetrabutylammonium hydrogen sulfate. After allowing the suspension to stir for 20 hr at room temperature, it is filtered and the filtrate dissolved in 50 ml Et2O. The resulting solution is washed with water, dried on anhydrous Na2SO4, the Et2O evaporated and the residue distilled in vacuum (0.1 mmHg), a first fraction up to 100° C. of a mixt...